From a dataset of the Open Reaction Database (ORD), a public repository of structured organic reaction records. describe an organic reaction: reactants, conditions, products, and yield Starting materials: C1CCOC1, CCN(C(=O)Cc1ccc(Cl)cc1)C1CCNCC1, Cc1cc(NC(=O)NCCCl)cc(C)n1, [I-], [Na+], [Na+], O=C([O-])O. Product: CCN(C(=O)Cc1ccc(Cl)cc1)C1CCN(CCNC(=O)Nc2cc(C)nc(C)c2)CC1. Reaction SMILES: [CH2:42]1[O:43][CH2:44][CH2:45][CH2:46]1.[Cl:1][c:2]1[cH:3][cH:4][c:5]([CH2:8][C:9](=[O:10])[N:11]([CH:12]2[CH2:13][CH2:14][NH:15][CH2:16][CH2:17]2)[CH2:18][CH3:19])[cH:6][cH:7]1.[Cl:27][CH2:28][CH2:29][NH:30][C:31](=[O:32])[NH:33][c:34]1[cH:35][c:36]([CH3:41])[n:37][c:38]([CH3:40])[cH:39]1.[I-:25].[Na+:24].[Na+:26].[O-:20][C:21]([OH:22])=[O:23]>>[Cl:1][c:2]1[cH:3][cH:4][c:5]([CH2:8][C:9](=[O:10])[N:11]([CH:12]2[CH2:13][CH2:14][N:15]([CH2:28][CH2:29][NH:30][C:31](=[O:32])[NH:33][c:34]3[cH:35][c:36]([CH3:41])[n:37][c:38]([CH3:40])[cH:39]3)[CH2:16][CH2:17]2)[CH2:18][CH3:19])[cH:6][cH:7]1. Starting materials: O (Water), C(C)(C)(C)C1=CC=C(C=C1)C=1C(=NC=CC1)N (3-(4-tert-butylphenyl)pyridin-2-amine), ClCCS(=O)(=O)Cl (2-chloroethanesulfonyl chloride). Run in CN(C(C)=O)C (N,N-dimethylacetoamide), CN(C(C)=O)C (N,N-dimethylacetoamide). Run at temperature 60 celsius, time 3 hour. Yields the product C(C)(C)(C)C1=CC=C(C=C1)C1=CC=CN2C1=NS(CC2)(=O)=O (9-(4-tert-butylphenyl)-3,4-dihydropyrido[2,1-c][1,2,4]thiadiazine 2,2-dioxide). Isolated yield 87.0%. Reaction SMILES: [C:1]([C:5]1[CH:10]=[CH:9][C:8]([C:11]2[C:12]([NH2:17])=[N:13][CH:14]=[CH:15][CH:16]=2)=[CH:7][CH:6]=1)([CH3:4])([CH3:3])[CH3:2].Cl[CH2:19][CH2:20][S:21](Cl)(=[O:23])=[O:22].O>CN(C)C(=O)C>[C:1]([C:5]1[CH:10]=[CH:9][C:8]([C:11]2[C:12]3=[N:17][S:21](=[O:23])(=[O:22])[CH2:20][CH2:19][N:13]3[CH:14]=[CH:15][CH:16]=2)=[CH:7][CH:6]=1)([CH3:4])([CH3:2])[CH3:3]. Procedure: A solution of 3-(4-tert-butylphenyl)pyridin-2-amine (301 mg) in N,N-dimethylacetoamide (4 mL) was added dropwise to 2-chloroethanesulfonyl chloride (437 mg) and additional N,N-dimethylacetoamide (1 mL) was used to complete the addition of above solution. After being stirred at 60° C. for 3 hr, the mixture was cooled to room temperature. Water (10 mL) was added dropwise to the reaction mixture and the whole was stirred at room temperature for 0.5 hr. The precipitate was collected by filtration, w... The reactants are C1(CCC1)NN1C(C(=C(C2=CC=CC=C12)O)C1=NS(C2=C(N1)C=CC(=C2)NS(NC(=O)OCC2=CC=CC=C2)(=O)=O)(=O)=O)=O (benzyl 3-{3-[1-(cyclobutylamino)-4-hydroxy-2-oxo-1,2-dihydro-3-quinolinyl]-1,1-dioxido-4H-1,2,4-benzothiadiazin-7-yl}diazathiane-1-carboxylate 2,2-dioxide). The reagents and catalysts are [Pd] (palladium on carbon). Solvent: O1CCCC1 (tetrahydrofuran), CO (methanol). Run at temperature 25 celsius, time 24 hour. The product is C1(CCC1)NN1C(C(=C(C2=CC=CC=C12)O)C1=NS(C2=C(N1)C=CC(=C2)NS(=O)(=O)N)(=O)=O)=O (N-{3-[1-(cyclobutylamino)-4-hydroxy-2-oxo-1,2-dihydro-3-quinolinyl]-1,1-dioxido-4H-1,2,4-benzothiadiazin-7-yl}sulfamide). Isolated yield 82.6%. RXN SMILES: [CH:1]1([NH:5][N:6]2[C:15]3[C:10](=[CH:11][CH:12]=[CH:13][CH:14]=3)[C:9]([OH:16])=[C:8]([C:17]3[NH:22][C:21]4[CH:23]=[CH:24][C:25]([NH:27][S:28](=[O:41])(=[O:40])[NH:29]C(OCC5C=CC=CC=5)=O)=[CH:26][C:20]=4[S:19](=[O:43])(=[O:42])[N:18]=3)[C:7]2=[O:44])[CH2:4][CH2:3][CH2:2]1>O1CCCC1.CO.[Pd]>[CH:1]1([NH:5][N:6]2[C:15]3[C:10](=[CH:11][CH:12]=[CH:13][CH:14]=3)[C:9]([OH:16])=[C:8]([C:17]3[NH:22][C:21]4[CH:23]=[CH:24][C:25]([NH:27][S:28]([NH2:29])(=[O:40])=[O:41])=[CH:26][C:20]=4[S:19](=[O:42])(=[O:43])[N:18]=3)[C:7]2=[O:44])[CH2:2][CH2:3][CH2:4]1. Reported procedure: A solution of the product of Example 465 (0.790 g, 1.2 mmol) in tetrahydrofuran (80 mL) and methanol (20 mL) was treated with 10% palladium on carbon (200 mg) and stirred for 24 hours at 25° C. under a hydrogen atmosphere. The reaction was filtered through Celite® (diatomaceous earth) and the filtrate concentrated under reduced pressure to provide the title compound (0.500 g, 83% yield). 1H NMR (300 MHz, DMSO-d6) δ 1.58 (m, 1 H) 1.67 (m, 1 H) 2.03 (m, 4 H) 3.78 (m, 1 H) 6.56 (s, 1 H) 7.39 (s, 2 ... Reactants: C(C)(=O)NC1=CC=CC=C1 (acetanilide), [N+](=O)(O)[O-].S(O)(O)(=O)=O (nitric acid sulfuric acid), Cl (hydrochloric acid). Yields the product OCCNC1=CC=C(C=C1)[N+](=O)[O-] (N-(2-hydroxyethyl)-4-nitrobenzenamine). RXN SMILES: [C:1]([NH:4][C:5]1[CH:10]=[CH:9][CH:8]=[CH:7][CH:6]=1)(=O)[CH3:2].[N+:11]([O-])([OH:13])=[O:12].S(=O)(=O)(O)[OH:16].Cl>>[OH:16][CH2:2][CH2:1][NH:4][C:5]1[CH:10]=[CH:9][C:8]([N+:11]([O-:13])=[O:12])=[CH:7][CH:6]=1 |f:1.2|. Procedure: The above acetanilide (11.05 g, 0.05 mol) is treated with nitric acid-sulfuric acid mixture and hydrolyzed with 2.5N hydrochloric acid, in the manner as set forth subsequently herein in Example 11, to provide N-(2-hydroxyethyl)-4-nitrobenzenamine. Starting materials: ClC=1N=C(SC1)C(CC=C)C=1NC(=C2C1N(C(N(C2=O)C)=O)C)C2=CC(=CC=C2)F (7-(1-(4-chlorothiazol-2-yl)but-3-en-1-yl)-5-(3-fluorophenyl)-1,3-dimethyl-1H-pyrrolo[3,4-d]pyrimidine-2,4(3H,6H)-dione), C[N+]1(CCOCC1)[O-] (N-methyl morpholine oxide), O (water). The reagents and catalysts are [Os](=O)(=O)(=O)=O (Osmium tetroxide). Solvent: C(C)#N (acetonitrile). Reaction conditions: time 105 minute. Yields the product ClC=1N=C(SC1)C(CC(CO)O)C=1NC(=C2C1N(C(N(C2=O)C)=O)C)C2=CC(=CC=C2)F (7-(1-(4-Chlorothiazol-2-yl)-3,4-dihydroxybutyl)-5-(3-fluorophenyl)-1,3-dimethyl-1H-pyrrolo[3,4-d]pyrimidine-2,4(3H,6H)-dione). As a reaction SMILES: [Cl:1][C:2]1[N:3]=[C:4]([CH:7]([C:11]2[NH:12][C:13]([C:24]3[CH:29]=[CH:28][CH:27]=[C:26]([F:30])[CH:25]=3)=[C:14]3[C:19](=[O:20])[N:18]([CH3:21])[C:17](=[O:22])[N:16]([CH3:23])[C:15]=23)[CH2:8][CH:9]=[CH2:10])[S:5][CH:6]=1.C[N+]1([O-])CC[O:35]CC1.[OH2:39]>C(#N)C.[Os](=O)(=O)(=O)=O>[Cl:1][C:2]1[N:3]=[C:4]([CH:7]([C:11]2[NH:12][C:13]([C:24]3[CH:29]=[CH:28][CH:27]=[C:26]([F:30])[CH:25]=3)=[C:14]3[C:19](=[O:20])[N:18]([CH3:21])[C:17](=[O:22])[N:16]([CH3:23])[C:15]=23)[CH2:8][CH:9]([OH:35])[CH2:10][OH:39])[S:5][CH:6]=1. Procedure: Osmium tetroxide (2.5% w.t., 2.032 mL, 0.162 mmol) was added to a solution of 7-(1-(4-chlorothiazol-2-yl)but-3-en-1-yl)-5-(3-fluorophenyl)-1,3-dimethyl-1H-pyrrolo[3,4-d]pyrimidine-2,4(3H,6H)-dione (720 mg, 1.618 mmol) and N-methyl morpholine oxide (284 mg, 2.427 mmol) in acetonitrile (20 mL,) and water (2 mL). The mixture was stirred at room temperature for 105 mins. The reaction was quenched with saturated aqueous sodium metabisulfite solution and extracted with chloroform (3×). The combined or... Reactants: Oc1ccccc1Br, BrCc1ccccc1, O=C([O-])[O-], CC#N, [I-], [K+], [K+], [Na+]. Yields the product Brc1ccccc1OCc1ccccc1. As a reaction SMILES: [Br:1][c:2]1[c:3]([OH:8])[cH:4][cH:5][cH:6][cH:7]1.[Br:9][CH2:10][c:11]1[cH:12][cH:13][cH:14][cH:15][cH:16]1.[C:17](=[O:18])([O-:19])[O-:20].[CH3:25][C:26]#[N:27].[I-:24].[K+:21].[K+:22].[Na+:23]>>[Br:1][c:2]1[c:3]([O:8][CH2:10][c:11]2[cH:12][cH:13][cH:14][cH:15][cH:16]2)[cH:4][cH:5][cH:6][cH:7]1.